This data is from the Open Reaction Database (ORD), a public repository of structured organic reaction records. The task is: describe an organic reaction: reactants, conditions, products, and yield The reactants are CON=CCCC1=CC=C(C=C1)F (3-(4-fluorophenyl)-propionaldehyde O-methyloxime), C(#N)[BH3-].[Na+] (sodium cyanoborohydride), compound 3-B. Yields the product FC1=CC=C(C=C1)CCCNOC (N-[3-(4-Fluorophenyl)-propyl]-O-methyl-hydroxylamine). Yield: 75.0%. RXN SMILES: [CH3:1][O:2][N:3]=[CH:4][CH2:5][CH2:6][C:7]1[CH:12]=[CH:11][C:10]([F:13])=[CH:9][CH:8]=1.C([BH3-])#N.[Na+]>>[F:13][C:10]1[CH:9]=[CH:8][C:7]([CH2:6][CH2:5][CH2:4][NH:3][O:2][CH3:1])=[CH:12][CH:11]=1 |f:1.2|. Procedure details: Reduction of 3-(4-fluorophenyl)-propionaldehyde O-methyloxime with sodium cyanoborohydride as described in the preparation of compound 3-B gave the title hydroxylamine as a clear oil after chromatography on silica gel and distillation in vacuo (75% yield): bp 70-75° C./0.7 torr (bulb to bulb distillation, air bath temperature). 1HNMR 400 MHz (CHCl3) δ (ppm): 1.85 (2H, m, CH2), 2.68 (2H, t, J=7.9 Hz, CH2), 2.95 (2H, t, J=7.1 Hz, CH2), 3.56 (3H, s, OCH3), 5.58 (1H, broad, NH), 6.99 (2H, m, aromati... Reactants: Cc1nc2c(Cl)nccn2c1Br, CCN(C(C)C)C(C)C, Cl, NCc1ccc(S(N)(=O)=O)cc1. Product: Cc1nc2c(NCc3ccc(S(N)(=O)=O)cc3)nccn2c1Br. Reaction SMILES: [Br:1][c:2]1[c:3]([CH3:12])[n:4][c:5]2[n:6]1[cH:7][cH:8][n:9][c:10]2[Cl:11].[CH:26]([N:27]([CH2:28][CH3:29])[CH:30]([CH3:31])[CH3:32])([CH3:33])[CH3:34].[ClH:13].[NH2:14][CH2:15][c:16]1[cH:17][cH:18][c:19]([S:22](=[O:23])(=[O:24])[NH2:25])[cH:20][cH:21]1>>[Br:1][c:2]1[c:3]([CH3:12])[n:4][c:5]2[n:6]1[cH:7][cH:8][n:9][c:10]2[NH:14][CH2:15][c:16]1[cH:17][cH:18][c:19]([S:22](=[O:23])(=[O:24])[NH2:25])[cH:20][cH:21]1. Reactants: CC(C)(Cc1c[nH]c2c(C=CS(C)(=O)=O)cccc12)NC(=O)OC(C)(C)C, CO. The product is CC(C)(Cc1c[nH]c2c(CCS(C)(=O)=O)cccc12)NC(=O)OC(C)(C)C. RXN SMILES: [C:1]([CH3:2])([CH3:3])([CH3:4])[O:5][C:6]([NH:7][C:8]([CH2:9][c:10]1[cH:11][nH:12][c:13]2[c:14]([CH:19]=[CH:20][S:21](=[O:22])(=[O:23])[CH3:24])[cH:15][cH:16][cH:17][c:18]12)([CH3:25])[CH3:26])=[O:27].[CH3:28][OH:29]>>[C:1]([CH3:2])([CH3:3])([CH3:4])[O:5][C:6]([NH:7][C:8]([CH2:9][c:10]1[cH:11][nH:12][c:13]2[c:14]([CH2:19][CH2:20][S:21](=[O:22])(=[O:23])[CH3:24])[cH:15][cH:16][cH:17][c:18]12)([CH3:25])[CH3:26])=[O:27].